Dataset: the Open Reaction Database (ORD), a public repository of structured organic reaction records. Task: describe an organic reaction: reactants, conditions, products, and yield Starting materials: BrC=1C=CC2=C(OCCC3=C2N=C(S3)NC(CO)(C)C)C1 (2-(8-Bromo-4,5-dihydrothiazolo[4,5-d]benzo[b]oxepine-2-ylamino)-2-methylpropan-1-ol), CC(CN1N=CC(=C1)B1OC(C(O1)(C)C)(C)C)(C)O (2-methyl-1-(4-(4,4,5,5-tetramethyl-1,3,2-dioxaborolan-2-yl)-1H-pyrazol-1-yl)propan-2-ol). Product: OC(CN1N=CC(=C1)C1=CC2=C(C=3N=C(SC3CCO2)NC(CO)(C)C)C=C1)(C)C (2-{8-[1-(2-Hydroxy-2-methyl-propyl)-1H-pyrazol-4-yl]-4,5-dihydro-6-oxa-3-thia-1-aza-benzo[e]azulen-2-ylamino}-2-methyl-propan-1-ol). The yield is 18.0%. RXN SMILES: Br[C:2]1[CH:3]=[CH:4][C:5]2[C:11]3[N:12]=[C:13]([NH:15][C:16]([CH3:20])([CH3:19])[CH2:17][OH:18])[S:14][C:10]=3[CH2:9][CH2:8][O:7][C:6]=2[CH:21]=1.[CH3:22][C:23]([OH:40])([CH3:39])[CH2:24][N:25]1[CH:29]=[C:28](B2OC(C)(C)C(C)(C)O2)[CH:27]=[N:26]1>>[OH:40][C:23]([CH3:39])([CH3:22])[CH2:24][N:25]1[CH:29]=[C:28]([C:2]2[CH:3]=[CH:4][C:5]3[C:11]4[N:12]=[C:13]([NH:15][C:16]([CH3:20])([CH3:19])[CH2:17][OH:18])[S:14][C:10]=4[CH2:9][CH2:8][O:7][C:6]=3[CH:21]=2)[CH:27]=[N:26]1. Reported procedure: 2-(8-Bromo-4,5-dihydrothiazolo[4,5-d]benzo[b]oxepine-2-ylamino)-2-methylpropan-1-ol from Example 356, was coupled with 2-methyl-1-(4-(4,4,5,5-tetramethyl-1,3,2-dioxaborolan-2-yl)-1H-pyrazol-1-yl)propan-2-ol under Suzuki conditions to give 428. Yield 18%. MS(ESI+): 429.2. 1H NMR (400 MHz, DMSO) δ 8.14-8.04 (m, 2H), 7.87 (s, 1H), 7.29 (dd, J=8.2, 1.8, 1H), 7.17 (d, J=1.8, 1H), 7.07 (s, 1H), 4.97 (t, J=5.6, 1H), 4.70 (s, 1H), 4.26 (t, J=5.0, 2H), 4.02 (s, 2H), 3.58 (d, J=5.6, 2H), 3.05 (t, J=5.0, 2... The reactants are BrCC(=O)C=1C=C(SC1C)C(=S)OC (Methyl 4-(2-bromoacetyl)-5-methylthiothiophene-2-carboxylate), ClC1=C(C=CC=C1)NC(=S)N (2-chlorophenyl thiourea). The product is Br.ClC1=C(C=CC=C1)NC=1SC=C(N1)C=1C=C(SC1C)C(=S)OC (methyl 4-{2-[(2-chlorophenyl)amino]-(1,3-thiazol-4-yl)}-5-methylthiothiophene-2-carboxylate hydrobromide). Isolated yield 87.8%. Reaction SMILES: [Br:1][CH2:2][C:3]([C:5]1[CH:6]=[C:7]([C:11]([O:13][CH3:14])=[S:12])[S:8][C:9]=1[CH3:10])=O.[Cl:15][C:16]1[CH:21]=[CH:20][CH:19]=[CH:18][C:17]=1[NH:22][C:23]([NH2:25])=[S:24]>>[BrH:1].[Cl:15][C:16]1[CH:21]=[CH:20][CH:19]=[CH:18][C:17]=1[NH:22][C:23]1[S:24][CH:2]=[C:3]([C:5]2[CH:6]=[C:7]([C:11]([O:13][CH3:14])=[S:12])[S:8][C:9]=2[CH3:10])[N:25]=1 |f:2.3|. Reported procedure: Methyl 4-(2-bromoacetyl)-5-methylthiothiophene-2-carboxylate (50 mg) was allowed to react with 2-chlorophenyl thiourea (26.7 mg) as described in Example 154, step (a), to give 58 mg (75%) of methyl 4-{2-[(2-chlorophenyl)amino]-(1,3-thiazol-4-yl)}-5-methylthiothiophene-2-carboxylate hydrobromide. 1H NMR (DMSO-d6, 300 MHz) δ2.66 (s, 3H), 3.82 (s, 3H), 7.04 (m, 1H), 7.32-7.38 (m, 2H), 7.47 (dd, 1H, J=1.4, 8.7 Hz), 8.12 (s, 1H), 8.56 (dd, 1H, J=1.4, 8.3 Hz), 9.75 (s, 1H); Mass Spectrum (ESI) m/z cal... Starting materials: C(C)(C)(C)OC(=O)N1N=C(C2=CC(=CC=C12)OCC1=CC=CC=C1)C=1N(C2=CC(=CC=C2C1)O[Si](C)(C)C(C)(C)C)C(=O)OC(C)(C)C (5-benzyloxy-3-[1-tert-butoxycarbonyl-6-(tert-butyldimethyl-silanyloxy)-1H-indol-2-yl]indazole-1-carboxylic acid tert-butyl ester), O.[F-].C(CCC)[N+](CCCC)(CCCC)CCCC (tetrabutylammonium fluoride hydrate). Run in ClCCl (dichloromethane), O1CCCC1 (tetrahydrofuran). Run at time 30 minute. Yields the product C(C)(C)(C)OC(=O)N1N=C(C2=CC(=CC=C12)OCC1=CC=CC=C1)C=1N(C2=CC(=CC=C2C1)O)C(=O)OC(C)(C)C (5-benzyloxy-3-(1-tert-butoxycarbonyl-6-hydroxy-1H-indol-2-yl)indazole-1-carboxylic acid tert-butyl ester). The yield is 84.4%. Reaction SMILES: [C:1]([O:5][C:6]([N:8]1[C:16]2[C:11](=[CH:12][C:13]([O:17][CH2:18][C:19]3[CH:24]=[CH:23][CH:22]=[CH:21][CH:20]=3)=[CH:14][CH:15]=2)[C:10]([C:25]2[N:26]([C:42]([O:44][C:45]([CH3:48])([CH3:47])[CH3:46])=[O:43])[C:27]3[C:32]([CH:33]=2)=[CH:31][CH:30]=[C:29]([O:34][Si](C(C)(C)C)(C)C)[CH:28]=3)=[N:9]1)=[O:7])([CH3:4])([CH3:3])[CH3:2].O.[F-].C([N+](CCCC)(CCCC)CCCC)CCC>O1CCCC1.ClCCl>[C:1]([O:5][C:6]([N:8]1[C:16]2[C:11](=[CH:12][C:13]([O:17][CH2:18][C:19]3[CH:20]=[CH:21][CH:22]=[CH:23][CH:24]=3)=[CH:14][CH:15]=2)[C:10]([C:25]2[N:26]([C:42]([O:44][C:45]([CH3:48])([CH3:47])[CH3:46])=[O:43])[C:27]3[C:32]([CH:33]=2)=[CH:31][CH:30]=[C:29]([OH:34])[CH:28]=3)=[N:9]1)=[O:7])([CH3:4])([CH3:3])[CH3:2] |f:1.2.3|. Reported procedure: 1.50 g of 5-benzyloxy-3-[1-tert-butoxycarbonyl-6-(tert-butyldimethyl-silanyloxy)-1H-indol-2-yl]indazole-1-carboxylic acid tert-butyl ester in solution in 35 ml of tetrahydrofuran with 770 mg of tetrabutylammonium fluoride hydrate are stirred at ambient temperature. After stirring for 1 h 30 min, the medium is diluted with dichloromethane and the organic phase is then washed with distilled water. After drying over magnesium sulfate and filtration, the solvent is evaporated off under vacuum in a r... The reactants are C(C)(C)N(C(C)C)CC (N,N-diisopropylethylamine), CS(=O)C (dimethyl sulfoxide), ClC1=C(C=CC=C1Cl)S(=O)(=O)OC=1C=C(OCCCO)C=C(C1)C (3-[3-(2,3-dichlorophenylsulfonyloxy)-5-methylphenoxy]propanol). The solvent is ClCCl (dichloromethane). Run at time 1 hour. Product: ClC=1C=C(C=CC1)S(=O)(=O)OC=1C=C(OCCC=O)C=C(C1)C (3-[3-(3-Chlorophenylsulfonyloxy)-5-methylphenoxy]propionaldehyde). Isolated yield 91.1%. Reaction SMILES: Cl[C:2]1[C:7]([Cl:8])=[CH:6][CH:5]=[CH:4][C:3]=1[S:9]([O:12][C:13]1[CH:14]=[C:15]([CH:21]=[C:22]([CH3:24])[CH:23]=1)[O:16][CH2:17][CH2:18][CH2:19][OH:20])(=[O:11])=[O:10].C(N(CC)C(C)C)(C)C.CS(C)=O>ClCCl>[Cl:8][C:7]1[CH:2]=[C:3]([S:9]([O:12][C:13]2[CH:14]=[C:15]([CH:21]=[C:22]([CH3:24])[CH:23]=2)[O:16][CH2:17][CH2:18][CH:19]=[O:20])(=[O:11])=[O:10])[CH:4]=[CH:5][CH:6]=1. Procedure details: Sulfur trioxide pyridine complex (480 mg, 4.0 mmol) was added to a solution of 3-[3-(2,3-dichlorophenylsulfonyloxy)-5-methylphenoxy]propanol (460 mg, 1.3 mmol), as prepared in the preceding step, N,N-diisopropylethylamine (0.5 mL, 3.9 mmol) and anhydrous dimethyl sulfoxide (0.3 mL, 4.2 mmol) in anhydrous dichloromethane (10 mL). The reaction mixture was stirred at ambient temperature for 1 hour and then quenched with 10% aqueous citric acid (50 mL). The mixture was extracted into dichloromethane... The reactants are [O-]P(=O)([O-])[O-].[K+].[K+].[K+] (K3PO4), BrC=1CC2=CC=CC=C2C1 (2-bromo-1H-indene), N1C=CC=C1 (pyrrole), C(C)(C)(C)P(C1=C(C=CC=C1)C1=CC=CC=C1)C(C)(C)C (2-[di(tert-butyl)-phosphino]biphenyl). Reagents/catalysts: CC(=O)[O-].CC(=O)[O-].[Pd+2] (Pd(OAc)2). Run in C1(=CC=CC=C1)C (toluene), COCCOC (DME). Conditions: time 72 hour. Yields the product C1C(=CC2=CC=CC=C12)N1C=CC=C1 (1-(1H-inden-2-yl)-1H-pyrrole). Yield: 20.1%. Reaction SMILES: [O-]P([O-])([O-])=O.[K+].[K+].[K+].Br[C:10]1[CH2:11][C:12]2[C:17]([CH:18]=1)=[CH:16][CH:15]=[CH:14][CH:13]=2.[NH:19]1[CH:23]=[CH:22][CH:21]=[CH:20]1.C(P(C(C)(C)C)C1C=CC=CC=1C1C=CC=CC=1)(C)(C)C>C1(C)C=CC=CC=1.COCCOC.CC([O-])=O.CC([O-])=O.[Pd+2]>[CH2:11]1[C:12]2[C:17](=[CH:16][CH:15]=[CH:14][CH:13]=2)[CH:18]=[C:10]1[N:19]1[CH:23]=[CH:22][CH:21]=[CH:20]1 |f:0.1.2.3,9.10.11|. Procedure: In three-necked round-bottom flask (1 L), equipped with an Allihn condenser and magnetic stirrer bar and under an argon atmosphere, to a mixture of 49.0 g (231 mmol) of anhydrous K3PO4, 30.0 g (154 mmol) of 2-bromo-1H-indene, and 11.5 ml (11.1 g, 165 mmol) of pyrrole in 500 ml of toluene and 50 ml of DME, 4.59 g (15.4 mmol) of 2-[di(tert-butyl)-phosphino]biphenyl and 1.73 g (7.70 mmol) of Pd(OAc)2 were added at ambient temperature. This mixture was stirred at room temperature for 72 hours. The r... RXN SMILES: [C:17]([CH3:18])(=[O:19])[O:20][c:21]1[cH:22][cH:23][c:24]([CH2:25][Br:26])[cH:27][cH:28]1.[CH3:1][CH2:2][OH:3].[CH3:29][S:30](=[O:31])[CH3:32].[K+:5].[NH:6]1[C:7](=[O:16])[C:8](=[O:15])[c:9]2[cH:10][cH:11][cH:12][cH:13][c:14]21.[OH-:4]>>[N:6]1([CH2:25][c:24]2[cH:23][cH:22][c:21]([O:20][C:17]([CH3:18])=[O:19])[cH:28][cH:27]2)[C:7](=[O:16])[C:8](=[O:15])[c:9]2[cH:10][cH:11][cH:12][cH:13][c:14]21. Starting materials: CC(=O)Oc1ccc(CBr)cc1, CCO, CS(C)=O, [K+], O=C1Nc2ccccc2C1=O, [OH-]. Yields the product CC(=O)Oc1ccc(CN2C(=O)C(=O)c3ccccc32)cc1.